From a dataset of the Open Reaction Database (ORD), a public repository of structured organic reaction records. describe an organic reaction: reactants, conditions, products, and yield Starting materials: C(C)OC([C@H](CC1=CC=C(C=C1)OCCBr)OC)=O ((2S)-3-[4-(2-bromo-ethoxy)-phenyl]-2-methoxy-propionic acid ethyl ester), N1(CCOCC1)C1=C(C=CC=C1)O (2-morpholin-4-yl-phenol), CO[C@H](C(=O)O)CC1=CC=C(C=C1)OCCCOC1=CC=CC=C1 ((2S)-2-methoxy-3-[4-(3-phenoxy-propoxy)-phenyl]-propionic acid). Product: CO[C@H](C(=O)O)CC1=CC=C(C=C1)OCCOC1=C(C=CC=C1)N1CCOCC1 ((2S)-2-methoxy-3-{4-[2-(2-morpholin-4-yl-phenoxy)-ethoxy]-phenyl}-propionic acid). As a reaction SMILES: C([O:3][C:4](=[O:19])[C@@H:5]([O:17][CH3:18])[CH2:6][C:7]1[CH:12]=[CH:11][C:10]([O:13][CH2:14][CH2:15]Br)=[CH:9][CH:8]=1)C.[N:20]1([C:26]2[CH:31]=[CH:30][CH:29]=[CH:28][C:27]=2[OH:32])[CH2:25][CH2:24][O:23][CH2:22][CH2:21]1.CO[C@@H](CC1C=CC(OCCCOC2C=CC=CC=2)=CC=1)C(O)=O>>[CH3:18][O:17][C@@H:5]([CH2:6][C:7]1[CH:8]=[CH:9][C:10]([O:13][CH2:14][CH2:15][O:32][C:27]2[CH:28]=[CH:29][CH:30]=[CH:31][C:26]=2[N:20]2[CH2:25][CH2:24][O:23][CH2:22][CH2:21]2)=[CH:11][CH:12]=1)[C:4]([OH:3])=[O:19]. Procedure details: The title compound was prepared from (2S)-3-[4-(2-bromo-ethoxy)-phenyl]-2-methoxy-propionic acid ethyl ester (Example 283, Step 2) and 2-morpholin-4-yl-phenol via the same procedure used for the preparation of (2S)-2-methoxy-3-[4-(3-phenoxy-propoxy)-phenyl]-propionic acid (Example 285, Step 1), to produce a colorless oil. The reactants are C, O=C(OCc1ccccc1)N1CCN(c2nc(OC3CC(O)C(O)C3O)c3ccccc3n2)CC1, CO, [Pd]. Yields the product OC1CC(Oc2nc(N3CCNCC3)nc3ccccc23)C(O)C1O. As a reaction SMILES: [C:38].[CH2:1]([O:2][C:3](=[O:4])[N:11]1[CH2:12][CH2:13][N:14]([c:17]2[n:18][c:19]3[cH:20][cH:21][cH:22][cH:23][c:24]3[c:25]([O:27][CH:28]3[CH:29]([OH:35])[CH:30]([OH:34])[CH:31]([OH:33])[CH2:32]3)[n:26]2)[CH2:15][CH2:16]1)[c:5]1[cH:6][cH:7][cH:8][cH:9][cH:10]1.[CH3:36][OH:37].[Pd:39]>>[NH:11]1[CH2:12][CH2:13][N:14]([c:17]2[n:18][c:19]3[cH:20][cH:21][cH:22][cH:23][c:24]3[c:25]([O:27][CH:28]3[CH:29]([OH:35])[CH:30]([OH:34])[CH:31]([OH:33])[CH2:32]3)[n:26]2)[CH2:15][CH2:16]1. The reactants are [Al+3], C1CCOC1, CCOC(C)=O, CC(C)(C)OC(=O)C(C)(C)c1ccc(F)nc1, [H-], [H-], [H-], [H-], [Li+]. Yields the product CC(C)(CO)c1ccc(F)nc1. As a reaction SMILES: [Al+3:2].[CH2:30]1[O:31][CH2:32][CH2:33][CH2:34]1.[CH3:24][CH2:25][O:26][C:27]([CH3:28])=[O:29].[F:7][c:8]1[cH:9][cH:10][c:11]([C:14]([C:15](=[O:16])[O:17][C:18]([CH3:19])([CH3:20])[CH3:21])([CH3:22])[CH3:23])[cH:12][n:13]1.[H-:1].[H-:4].[H-:5].[H-:6].[Li+:3]>>[F:7][c:8]1[cH:9][cH:10][c:11]([C:14]([CH2:15][OH:16])([CH3:22])[CH3:23])[cH:12][n:13]1. Reactants: [Mg+2].[Cl-].[Cl-] (MgCl2), FC1=C(C=CC(=C1)F)[N+](=O)[O-] (2,4-difluoro-1-nitrobenzene), II (iodine). Run in [NH4+].[Cl-] (NH4Cl), [O-]S(=O)(=S)[O-].[Na+].[Na+] (Na2S2O3), C1CCOC1 (THF), C1CCOC1 (THF). Reaction conditions: temperature 25 celsius, time 8 hour. Product: FC1=C(C(=C(C=C1)[N+](=O)[O-])F)I (1,3-difluoro-2-iodo-4-nitrobenzene). Yield: 73.7%. As a reaction SMILES: [F:1][C:2]1[CH:7]=[C:6]([F:8])[CH:5]=[CH:4][C:3]=1[N+:9]([O-:11])=[O:10].[Mg+2].[Cl-].[Cl-].[I:15]I>C1COCC1.[NH4+].[Cl-].[O-]S([O-])(=S)=O.[Na+].[Na+]>[F:8][C:6]1[CH:5]=[CH:4][C:3]([N+:9]([O-:11])=[O:10])=[C:2]([F:1])[C:7]=1[I:15] |f:1.2.3,6.7,8.9.10|. Reported procedure: A dry, argon-filled Schlenk tube with a magnetic stirrer bar and septum is initially charged with 2,4-difluoro-1-nitrobenzene (159 mg, 1 mmol) in anhydrous THF (2 ml). After adding (TMP)2Zn.MgCl2 (3.00 ml, 1.2 mmol) at 25° C., the mixture is stirred for 30 min, then a solution of iodine (381 mg, 1.5 mmol) in anhydrous THF (2 ml) is added dropwise and the mixture is stirred at 25° C. overnight. For workup, the mixture is diluted with aqueous sat. NH4Cl solution (30 ml) and aqueous sat. Na2S2O3 so...